From a dataset of the Open Reaction Database (ORD), a public repository of structured organic reaction records. describe an organic reaction: reactants, conditions, products, and yield The reactants are CO (methanol), N (ammonia), ClC1=NC(=NC2=CC(=C(C=C12)OC1=C(C=CC=C1C)C)F)N1N=CC(=C1)C(=O)OCC (1-[4-chloro-6-(2,6-dimethyl-phenoxy)-7-fluoro-quinazolin-2-yl]-1H-pyrazole-4-carboxylic acid, ethyl ester). The solvent is C1CCOC1 (THF). Run at time 6 hour. Yields the product NC1=NC(=NC2=CC(=C(C=C12)OC1=C(C=CC=C1C)C)F)N1N=CC(=C1)C(=O)OCC (1-[4-amino-6-(2,6-dimethyl-phenoxy)-7-fluoro-quinazolin-2-yl]-1H-pyrazole-4-carboxylic acid, ethyl ester). Isolated yield 63.3%. As a reaction SMILES: CO.[NH3:3].Cl[C:5]1[C:14]2[C:9](=[CH:10][C:11]([F:24])=[C:12]([O:15][C:16]3[C:21]([CH3:22])=[CH:20][CH:19]=[CH:18][C:17]=3[CH3:23])[CH:13]=2)[N:8]=[C:7]([N:25]2[CH:29]=[C:28]([C:30]([O:32][CH2:33][CH3:34])=[O:31])[CH:27]=[N:26]2)[N:6]=1>C1COCC1>[NH2:3][C:5]1[C:14]2[C:9](=[CH:10][C:11]([F:24])=[C:12]([O:15][C:16]3[C:21]([CH3:22])=[CH:20][CH:19]=[CH:18][C:17]=3[CH3:23])[CH:13]=2)[N:8]=[C:7]([N:25]2[CH:29]=[C:28]([C:30]([O:32][CH2:33][CH3:34])=[O:31])[CH:27]=[N:26]2)[N:6]=1. Reported procedure: A methanol solution of ammonia (7M, 0.39 mL, 2.7 mmol) was added to a solution of the above 1-[4-chloro-6-(2,6-dimethyl-phenoxy)-7-fluoro-quinazolin-2-yl]-1H-pyrazole-4-carboxylic acid, ethyl ester (120 mg, 0.27 mmol) and THF (2 mL). The mixture was stirred 6 h, then concentrated. The residue was triturated with Et2O, providing the titled compound (72 mg, 64%). 1H NMR (500 MHz, DMSO-d6): 8.96 (d, J=0.8 Hz, 1H), 8.44-8.02 (m, 3H), 7.71 (d, J=11.9 Hz, 1H), 7.37 (d, J=9.0 Hz, 1H), 7.24-7.20 (m, 2H)... The reactants are C(C1=CC=CC=C1)OC=1C=C(CC2C(CCCC2)=NO)C=CC1[N+](=O)[O-] (2-(3-benzyloxy-4-nitrobenzyl)-cyclohexanone oxime), P(Cl)(Cl)(Cl)(Cl)Cl (PCl5), O (water). The solvent is C(Cl)(Cl)Cl (chloroform). Run at temperature -50 celsius, time 2 hour. Yields the product C(C1=CC=CC=C1)OC=1C=C(CC2CCCCC(N2)=O)C=CC1[N+](=O)[O-] (7-(3-Benzyloxy-4-nitrobenzyl)-azepan-2-one). As a reaction SMILES: [CH2:1]([O:8][C:9]1[CH:10]=[C:11]([CH:21]=[CH:22][C:23]=1[N+:24]([O-:26])=[O:25])[CH2:12][CH:13]1[CH2:18][CH2:17][CH2:16][CH2:15][C:14]1=[N:19]O)[C:2]1[CH:7]=[CH:6][CH:5]=[CH:4][CH:3]=1.P(Cl)(Cl)(Cl)(Cl)Cl.[OH2:33]>C(Cl)(Cl)Cl>[CH2:1]([O:8][C:9]1[CH:10]=[C:11]([CH:21]=[CH:22][C:23]=1[N+:24]([O-:26])=[O:25])[CH2:12][CH:13]1[NH:19][C:14](=[O:33])[CH2:15][CH2:16][CH2:17][CH2:18]1)[C:2]1[CH:7]=[CH:6][CH:5]=[CH:4][CH:3]=1. Procedure: To a solution of 2-(3-benzyloxy-4-nitrobenzyl)-cyclohexanone oxime (250 mg, 0.706 mmol) in chloroform (5 mL) at −50° C. is added PCl5 (148 mg, 0.71 mmol). The mixture is stirred at −50° C. for 2 h then water is added. The mixture is extracted with methylene chloride and the organic phase is washed sequentially with 5% NaOH, water and brine. The organic solution is dried over sodium sulfate and the solvent is removed under reduced pressure. The residue is purified by flash chromatography using a ... The reactants are CC(C(=O)O)(C)N1N=CC=C1 (2-methyl-2-(1H-pyrazol-1-yl)propanoic acid), S(O)(O)(=O)=O (sulfuric acid), C(C)O (ethanol). The product is CC(C(=O)OCC)(C)N1N=CC=C1 (Ethyl 2-methyl-2-(1H-pyrazol-1-yl)propanoate). Reaction SMILES: [CH3:1][C:2]([N:7]1[CH:11]=[CH:10][CH:9]=[N:8]1)([CH3:6])[C:3]([OH:5])=[O:4].S(=O)(=O)(O)O.[CH2:17](O)[CH3:18]>>[CH3:6][C:2]([N:7]1[CH:11]=[CH:10][CH:9]=[N:8]1)([CH3:1])[C:3]([O:5][CH2:17][CH3:18])=[O:4]. Reported procedure: 2-Methyl-2-(1H-pyrazol-1-yl)propanoic acid 16 was treated with sulfuric acid in ethanol to give 17. Starting materials: FC1=CC=C(C=C1)C=1OC2=C(C1C(NC)=O)C=C(C(=C2)N(S(=O)(=O)C)C)C2=CC=C(C(=N2)C(=O)OC)OC (methyl 6-(2-(4-fluorophenyl)-3-(methylcarbamoyl)-6-(N-methylmethylsulfonamido)benzofuran-5-yl)-3-methoxypicolinate), O[Li].O (LiOH.H2O). Solvent: O1CCOCC1.O (dioxane H2O). Conditions: temperature 70 celsius, time 3 hour. Yields the product FC1=CC=C(C=C1)C=1OC2=C(C1C(NC)=O)C=C(C(=C2)N(S(=O)(=O)C)C)C2=CC=C(C(=N2)C(=O)O)OC (6-(2-(4-fluorophenyl)-3-(methylcarbamoyl)-6-(N-methylmethylsulfonamido)benzofuran-5-yl)-3-methoxypicolinic acid). Isolated yield 76.9%. RXN SMILES: [F:1][C:2]1[CH:7]=[CH:6][C:5]([C:8]2[O:9][C:10]3[CH:20]=[C:19]([N:21]([CH3:26])[S:22]([CH3:25])(=[O:24])=[O:23])[C:18]([C:27]4[N:32]=[C:31]([C:33]([O:35]C)=[O:34])[C:30]([O:37][CH3:38])=[CH:29][CH:28]=4)=[CH:17][C:11]=3[C:12]=2[C:13](=[O:16])[NH:14][CH3:15])=[CH:4][CH:3]=1.O[Li].O>O1CCOCC1.O>[F:1][C:2]1[CH:7]=[CH:6][C:5]([C:8]2[O:9][C:10]3[CH:20]=[C:19]([N:21]([CH3:26])[S:22]([CH3:25])(=[O:24])=[O:23])[C:18]([C:27]4[N:32]=[C:31]([C:33]([OH:35])=[O:34])[C:30]([O:37][CH3:38])=[CH:29][CH:28]=4)=[CH:17][C:11]=3[C:12]=2[C:13](=[O:16])[NH:14][CH3:15])=[CH:4][CH:3]=1 |f:1.2,3.4|. Procedure: To a stirring solution of methyl 6-(2-(4-fluorophenyl)-3-(methylcarbamoyl)-6-(N-methylmethylsulfonamido)benzofuran-5-yl)-3-methoxypicolinate (400 mg, 0.74 mmol) in dioxane/H2O (10 mL/1 mL) was added LiOH.H2O (93 mg, 2.22 mmol) under N2 protection. The mixture was stirred at 70° C. for 3 h. The mixture was concentrated in vacuo and then extracted with EtOAc. After the organic layer was washed with HCl (a.q.), brine, dried over Na2SO4, filtered and evaporated, the crude product was purified by pre... Starting materials: Cl.FC1=C(CC2CCNCC2)C=CC(=C1)C (4-(2-fluoro-4-methylbenzyl)piperidine hydrochloride), C(C1=CC=CC=C1)OC1=C(C=C(OCCBr)C=C1)C (2-(4-benzyloxy-3-methylphenoxy)ethyl bromide), C([O-])([O-])=O.[K+].[K+] (potassium carbonate), solid. The product is Cl.OC1=C(C=C(OCCN2CCC(CC2)CC2=C(C=C(C=C2)C)F)C=C1)C (1-[2-(4-Hydroxy-3-methylphenoxy)ethyl]-4-(2-fluoro-4-methylbenzyl)piperidine hydrochloride). RXN SMILES: [ClH:1].[F:2][C:3]1[CH:15]=[C:14]([CH3:16])[CH:13]=[CH:12][C:4]=1[CH2:5][CH:6]1[CH2:11][CH2:10][NH:9][CH2:8][CH2:7]1.C([O:24][C:25]1[CH:34]=[CH:33][C:28]([O:29][CH2:30][CH2:31]Br)=[CH:27][C:26]=1[CH3:35])C1C=CC=CC=1.C(=O)([O-])[O-].[K+].[K+]>>[ClH:1].[OH:24][C:25]1[CH:34]=[CH:33][C:28]([O:29][CH2:30][CH2:31][N:9]2[CH2:8][CH2:7][CH:6]([CH2:5][C:4]3[CH:12]=[CH:13][C:14]([CH3:16])=[CH:15][C:3]=3[F:2])[CH2:11][CH2:10]2)=[CH:27][C:26]=1[CH3:35] |f:0.1,3.4.5,6.7|. Procedure details: The title compound was prepared from 4-(2-fluoro-4-methylbenzyl)piperidine hydrochloride (311.7 mg, 1.28 mmol), 2-(4-benzyloxy-3-methylphenoxy)ethyl bromide (411 mg, 1.28 mmol) and potassium carbonate (444 mg, 3.2 mmol) in two steps as white-off solid (244 mg), mp 165-167° C. 1H NMR (CD3OD) 1.503 (m, 2 H), 1.848 (m, 3 H), 2.076 (s, 3 H), 2.223 (s, 3 H), 2.560 (m, 2 H), 2.932 (m, 2 H), 3.389 (m, 2 H), 3.526 (m, 2 H), 4.141 (t, J=5.1 Hz, 2 H), 6.758 (s, 1 H), 6.667 (s, 1 H), 6.788-6.858 (m, 3 H), ... Reactants: CCOC(C)=O, Cc1ccccc1, O=C(Cl)CCCl, Clc1ccc2c(c1)Nc1cc(Cl)ccc1CC2. The product is O=C(CCCl)N1c2cc(Cl)ccc2CCc2ccc(Cl)cc21. As a reaction SMILES: [CH3:24][CH2:25][O:26][C:27](=[O:28])[CH3:29].[CH3:30][c:31]1[cH:32][cH:33][cH:34][cH:35][cH:36]1.[Cl:18][CH2:19][CH2:20][C:21](=[O:22])[Cl:23].[Cl:1][c:2]1[cH:3][cH:4][c:5]2[c:6]([cH:17]1)[NH:7][c:8]1[c:9]([cH:12][cH:13][c:14]([Cl:16])[cH:15]1)[CH2:10][CH2:11]2>>[Cl:1][c:2]1[cH:3][cH:4][c:5]2[c:6]([cH:17]1)[N:7]([C:21]([CH2:20][CH2:19][Cl:18])=[O:22])[c:8]1[c:9]([cH:12][cH:13][c:14]([Cl:16])[cH:15]1)[CH2:10][CH2:11]2. As a reaction SMILES: C(OC(NCC(ON1C(=O)CCC1=O)=O)=O)(C)(C)C.N[C@@H](CCSC)CS([O-])(=O)=O.[Na+].C(OC([NH:39][CH2:40][C:41]([NH:43][C@@H:44]([CH2:50][CH2:51][S:52][CH3:53])[CH2:45][S:46]([OH:49])(=[O:48])=[O:47])=[O:42])=O)(C)(C)C.[ClH:54]>>[ClH:54].[NH2:39][CH2:40][C:41]([NH:43][C@@H:44]([CH2:50][CH2:51][S:52][CH3:53])[CH2:45][S:46]([OH:49])(=[O:47])=[O:48])=[O:42] |f:1.2,5.6|. The reactants are C(C)(C)(C)OC(=O)NCC(=O)ON1C(CCC1=O)=O (2,5-dioxopyrrolidin-1-yl 2-(tert-butoxycarbonylamino)acetate), Cl (HCl), N[C@H](CS(=O)(=O)[O-])CCSC.[Na+] (sodium (S)-2-amino-4-(methylthio)butane-1-sulfonate), C(C)(C)(C)OC(=O)NCC(=O)N[C@H](CS(=O)(=O)O)CCSC ((S)-2-(2-(tert-butoxycarbonylamino)acetamido)-4-(methylthio)butane-1-sulfonic acid). Procedure details: (S)-2-(2-aminoacetamido)-4-(methylthio)butane-1-sulfonic acid hydrochloride was synthesized by coupling a 2,5-dioxopyrrolidin-1-yl 2-(tert-butoxycarbonylamino)acetate to sodium (S)-2-amino-4-(methylthio)butane-1-sulfonate in the presence of mild base. The resulting (S)-2-(2-(tert-butoxycarbonylamino)acetamido)-4-(methylthio)butane-1-sulfonic acid was deprotected in the presence of 6M HCl(aq.) to provide the desired product. (M+H)+=256.9. Yields the product Cl.NCC(=O)N[C@H](CS(=O)(=O)O)CCSC ((S)-2-(2-aminoacetamido)-4-(methylthio)butane-1-sulfonic acid hydrochloride). Starting materials: ClC1=C(CC(CC1)(C)C)C=O (2-chloro-5,5-dimethylcyclohex-1-enecarbaldehyde), ClC1=CC=C(C=C1)B(O)O (4-chlorophenylboronic acid). The reagents and catalysts are [Pd] (palladium). The product is ClC1=CC=C(C=C1)C1=C(CC(CC1)(C)C)C=O (2-(4-chlorophenyl)-5,5-dimethylcyclohex-1-ene-1-carbaldehyde). Reaction SMILES: Cl[C:2]1[CH2:7][CH2:6][C:5]([CH3:9])([CH3:8])[CH2:4][C:3]=1[CH:10]=[O:11].[Cl:12][C:13]1[CH:18]=[CH:17][C:16](B(O)O)=[CH:15][CH:14]=1>[Pd]>[Cl:12][C:13]1[CH:18]=[CH:17][C:16]([C:2]2[CH2:7][CH2:6][C:5]([CH3:9])([CH3:8])[CH2:4][C:3]=2[CH:10]=[O:11])=[CH:15][CH:14]=1. Procedure: reacting the 2-chloro-5,5-dimethylcyclohex-1-enecarbaldehyde, 4-chlorophenylboronic acid, a first phase transfer catalyst, a fifth base, and a first palladium catalyst to provide 2-(4-chlorophenyl)-5,5-dimethylcyclohex-1-ene-1-carbaldehyde and isolating or not isolating the 2-(4-chlorophenyl)-5,5-dimethylcyclohex-1-ene-1-carbaldehyde. Reactants: ClC=1C(=CC2=C(N(C(=N2)CC)C2=CC=C(C=C2)CCCl)C1)NC=O (6-chloro-1-[4-(2-chloroethyl)phenyl]-2-ethyl-1H-benzimidazol-5-ylformamide), S(C)C (Me2S), CO (methanol), Cl (HCl). The solvent is C1CCOC1 (THF). Conditions: time 30 minute. Yields the product ClC=1C(=CC2=C(N(C(=N2)CC)C2=CC=C(C=C2)CCCl)C1)NC (N-{6-chloro-1-[4-(2-chloroethyl)phenyl]-2-ethyl-1H-benzimidazol-5-yl}-N-methylamine). The yield is 87.0%. Reaction SMILES: [Cl:1][C:2]1[C:3]([NH:22][CH:23]=O)=[CH:4][C:5]2[N:9]=[C:8]([CH2:10][CH3:11])[N:7]([C:12]3[CH:17]=[CH:16][C:15]([CH2:18][CH2:19][Cl:20])=[CH:14][CH:13]=3)[C:6]=2[CH:21]=1.S(C)C.CO.Cl>C1COCC1>[Cl:1][C:2]1[C:3]([NH:22][CH3:23])=[CH:4][C:5]2[N:9]=[C:8]([CH2:10][CH3:11])[N:7]([C:12]3[CH:13]=[CH:14][C:15]([CH2:18][CH2:19][Cl:20])=[CH:16][CH:17]=3)[C:6]=2[CH:21]=1. Procedure details: A solution of (6-chloro-1-[4-(2-chloroethyl)phenyl]-2-ethyl-1H-benzimidazol-5-ylformamide, step 1, 112 mg, 0.3 mmol) in THF (15 ml) was added Me2S BH3 (0.07 ml, 0.77 mmol) under nitrogen at room temperature. The mixture was refluxed for 1 h. Then the mixture was cooled to room temperature and was added methanol (3 ml) and 2N aqueous HCl (12 ml). The mixture was stirred at 70° C. for 30 min. The volatile component was removed under reduced pressure, and the residue was dissolved with ethyl acetat...